From a dataset of the Open Reaction Database (ORD), a public repository of structured organic reaction records. describe an organic reaction: reactants, conditions, products, and yield The reactants are IC1=CC(=NC=C1)O (4-iodopyridin-2-ol), C(=O)(O)[O-].[Na+] (NaHCO3), CI (methyl iodide), [H-].[Na+] (sodium hydride). Solvent: CN(C=O)C (N,N-dimethylformamide). Reaction conditions: time 5 minute. Yields the product IC1=CC(N(C=C1)C)=O (4-iodo-1-methylpyridin-2(1H)-one). RXN SMILES: [I:1][C:2]1[CH:7]=[CH:6][N:5]=[C:4]([OH:8])[CH:3]=1.[H-].[Na+].CI.[C:13]([O-])(O)=O.[Na+]>CN(C)C=O>[I:1][C:2]1[CH:7]=[CH:6][N:5]([CH3:13])[C:4](=[O:8])[CH:3]=1 |f:1.2,4.5|. Reported procedure: To a solution of 4-iodopyridin-2-ol (450 mg, 2.0 mmol, Maybridge, Cat. No. MO07919) in N,N-dimethylformamide (7 mL) was added sodium hydride (120 mg, 3.0 mmol, 60% dispersion in mineral oil) at 0° C., the solution was stirred 5 min., then methyl iodide (250 uL, 4.1 mmol) was added. The reaction mixture was stirred at r.t. for 2 h., and then poured into aqueous NaHCO3 solution, extracted with AcOEt. The organic layer was washed by water and brine, dried over MgSO4, filtered, and concentrated to a...